Dataset: the Open Reaction Database (ORD), a public repository of structured organic reaction records. Task: describe an organic reaction: reactants, conditions, products, and yield Reactants: O=C([O-])[O-], CCCCN(C)C(=O)C1C=C(C(=O)N2Cc3ccc(OCCCl)cc3C2)C(O)(OCc2ccccc2)CC1(O)OCc1ccccc1, CC#N, CN, Cl, [K+], [K+]. The product is CCCCN(C)C(=O)C1C=C(C(=O)N2Cc3ccc(OCCO)cc3C2)C(O)(OCc2ccccc2)CC1(O)OCc1ccccc1. RXN SMILES: [C:1]([O-:2])(=[O:3])[O-:4].[CH2:10]([c:11]1[cH:12][cH:13][cH:14][cH:15][cH:16]1)[O:17][C:18]1([OH:56])[CH:19]([C:20](=[O:21])[N:22]([CH3:23])[CH2:24][CH2:25][CH2:26][CH3:27])[CH:28]=[C:29]([C:41](=[O:42])[N:43]2[CH2:44][c:45]3[cH:46][cH:47][c:48]([O:52][CH2:53][CH2:54][Cl:55])[cH:49][c:50]3[CH2:51]2)[C:30]([OH:32])([O:33][CH2:34][c:35]2[cH:36][cH:37][cH:38][cH:39][cH:40]2)[CH2:31]1.[CH3:57][C:58]#[N:59].[CH3:8][NH2:9].[ClH:7].[K+:5].[K+:6]>>[OH:2][CH2:54][CH2:53][O:52][c:48]1[cH:47][cH:46][c:45]2[c:50]([cH:49]1)[CH2:51][N:43]([C:41]([C:29]1=[CH:28][CH:19]([C:20](=[O:21])[N:22]([CH3:23])[CH2:24][CH2:25][CH2:26][CH3:27])[C:18]([O:17][CH2:10][c:11]3[cH:12][cH:13][cH:14][cH:15][cH:16]3)([OH:56])[CH2:31][C:30]1([OH:32])[O:33][CH2:34][c:35]1[cH:36][cH:37][cH:38][cH:39][cH:40]1)=[O:42])[CH2:44]2. The reactants are NC1=C(C=CC(=C1)C(F)(F)F)C1=CC(=NC=N1)OC1=CC=CC2=C1N=C(S2)NC(C)=O (N-{4-[6-(2-Amino-4-trifluoromethyl-phenyl)-pyrimidin-4-yloxy]-benzothiazol-2-yl}-acetamide), CC(C)(C)OC(=O)N1CCC(CC1)C=O (N-Boc-4-piperidinylcarboxaldehyde). Yields the product C(C)(C)(C)OC(=O)N1CCC(CC1)CNC1=C(C=CC(=C1)C(F)(F)F)C1=NC=NC(=C1)OC1=CC=CC2=C1N=C(S2)NC(C)=O (4-({2-[6-(2-Acetylamino-benzothiazol-4-yloxy)-pyrimidin-4-yl]-5-trifluoromethyl-phenylamino}-methyl)-piperidine-1-carboxylic acid tert-butyl ester). As a reaction SMILES: [NH2:1][C:2]1[CH:7]=[C:6]([C:8]([F:11])([F:10])[F:9])[CH:5]=[CH:4][C:3]=1[C:12]1[N:17]=[CH:16][N:15]=[C:14]([O:18][C:19]2[C:24]3[N:25]=[C:26]([NH:28][C:29](=[O:31])[CH3:30])[S:27][C:23]=3[CH:22]=[CH:21][CH:20]=2)[CH:13]=1.[CH3:32][C:33]([O:36][C:37]([N:39]1[CH2:44][CH2:43][CH:42]([CH:45]=O)[CH2:41][CH2:40]1)=[O:38])([CH3:35])[CH3:34]>>[C:33]([O:36][C:37]([N:39]1[CH2:44][CH2:43][CH:42]([CH2:45][NH:1][C:2]2[CH:7]=[C:6]([C:8]([F:11])([F:9])[F:10])[CH:5]=[CH:4][C:3]=2[C:12]2[CH:13]=[C:14]([O:18][C:19]3[C:24]4[N:25]=[C:26]([NH:28][C:29](=[O:31])[CH3:30])[S:27][C:23]=4[CH:22]=[CH:21][CH:20]=3)[N:15]=[CH:16][N:17]=2)[CH2:41][CH2:40]1)=[O:38])([CH3:35])([CH3:32])[CH3:34]. Procedure details: The title compound was prepared from N-{4-[6-(2-amino-4-trifluoromethyl-phenyl)-pyrimidin-4-yloxy]-benzothiazol-2-yl}-acetamide (Example 151) and N-Boc-4-piperidinylcarboxaldehyde according the procedure described in Example 159. MS(ESI, pos. ion) m/z: 643 (M+1). Starting materials: C(C1=CC=CC=C1)OC1=CC(=C(C=C1)C[C@@H](C(=O)OC)NC(=O)OCC1C2=CC=CC=C2C=2C=CC=CC12)F (methyl(2S)-3-(4-(benzyloxy)-2-fluorophenyl)-2-(((9H-fluoren-9-ylmethoxy)carbonyl)amino)propanoate), [I-].[Li+] (lithium iodide), resultant mixture. The solvent is C(C)(=O)OCC (ethyl acetate). Conditions: temperature 0 celsius. The product is C(C1=CC=CC=C1)OC1=CC(=C(C=C1)C[C@@H](C(=O)O)NC(=O)OCC1C2=CC=CC=C2C=2C=CC=CC12)F ((2S)-3-(4-(Benzyloxy)-2-fluorophenyl)-2-(((9H-fluoren-9-ylmethoxy)carbonyl)amino)propanoic acid). Yield: 72.4%. Reaction SMILES: [CH2:1]([O:8][C:9]1[CH:14]=[CH:13][C:12]([CH2:15][C@H:16]([NH:21][C:22]([O:24][CH2:25][CH:26]2[C:38]3[CH:37]=[CH:36][CH:35]=[CH:34][C:33]=3[C:32]3[C:27]2=[CH:28][CH:29]=[CH:30][CH:31]=3)=[O:23])[C:17]([O:19]C)=[O:18])=[C:11]([F:39])[CH:10]=1)[C:2]1[CH:7]=[CH:6][CH:5]=[CH:4][CH:3]=1.[I-].[Li+]>C(OCC)(=O)C>[CH2:1]([O:8][C:9]1[CH:14]=[CH:13][C:12]([CH2:15][C@H:16]([NH:21][C:22]([O:24][CH2:25][CH:26]2[C:27]3[CH:28]=[CH:29][CH:30]=[CH:31][C:32]=3[C:33]3[C:38]2=[CH:37][CH:36]=[CH:35][CH:34]=3)=[O:23])[C:17]([OH:19])=[O:18])=[C:11]([F:39])[CH:10]=1)[C:2]1[CH:3]=[CH:4][CH:5]=[CH:6][CH:7]=1 |f:1.2|. Reported procedure: To a mixed solution of methyl(2S)-3-(4-(benzyloxy)-2-fluorophenyl)-2-(((9H-fluoren-9-ylmethoxy)carbonyl)amino)propanoate (60.0 g, 114 mmol) described in Production Example 1-2-6 and ethyl acetate (1331 mL) was added lithium iodide (92.0 g, 685 mmol) at room temperature. The resultant mixture was stirred under reflux for 23 hours and 45 minutes. The reaction mixture was cooled to 0° C., and a precipitate was collected by filtration. To the resultant solid was added 1 N hydrochloric acid (228 mL)....